From a dataset of the Open Reaction Database (ORD), a public repository of structured organic reaction records. describe an organic reaction: reactants, conditions, products, and yield Reaction SMILES: [Ag+2:36].[C:32](=[O:33])([O-:34])[O-:35].[C:43]([O:44][CH2:45][CH3:46])(=[O:47])[CH3:48].[CH3:1][c:2]1[cH:3][cH:4][cH:5][cH:6][cH:7]1.[CH3:37][CH2:38][CH2:39][CH2:40][CH2:41][CH3:42].[I:8][C:9]1([S:12][c:13]2[cH:14][cH:15][cH:16][cH:17][cH:18]2)[CH2:10][CH2:11]1.[OH:19][c:20]1[cH:21][c:22]2[c:27]([cH:28][cH:29]1)[N:26]([CH3:30])[C:25](=[O:31])[CH2:24][CH2:23]2>>[C:9]1([S:12][c:13]2[cH:14][cH:15][cH:16][cH:17][cH:18]2)([O:19][c:20]2[cH:21][c:22]3[c:27]([cH:28][cH:29]2)[N:26]([CH3:30])[C:25](=[O:31])[CH2:24][CH2:23]3)[CH2:10][CH2:11]1. Product: CN1C(=O)CCc2cc(OC3(Sc4ccccc4)CC3)ccc21. Reactants: [Ag+2], O=C([O-])[O-], CCOC(C)=O, Cc1ccccc1, CCCCCC, IC1(Sc2ccccc2)CC1, CN1C(=O)CCc2cc(O)ccc21.